From a dataset of the Open Reaction Database (ORD), a public repository of structured organic reaction records. describe an organic reaction: reactants, conditions, products, and yield The reactants are ClC1=CC(=C(C2=C1C=C(O2)CC)N2C(NC(=CC2=O)C(F)(F)F)=O)F (3-(4-chloro-2-ethyl-6-fluorobenzofuran-7-yl)-6-trifluoromethyluracil), O (water), C([O-])([O-])=O.[K+].[K+] (potassium carbonate), CI (methyl iodide). Run in CN(C=O)C (N,N-dimethylformamide). Conditions: time 3 hour. The product is ClC1=CC(=C(C2=C1C=C(O2)CC)N2C(N(C(=CC2=O)C(F)(F)F)C)=O)F (3-(4-chloro-2-ethyl-6-fluorobenzofuran-7-yl)-1-methyl-6-trifluoromethyluracil). Yield: 94.5%. RXN SMILES: [Cl:1][C:2]1[C:7]2[CH:8]=[C:9]([CH2:11][CH3:12])[O:10][C:6]=2[C:5]([N:13]2[C:18](=[O:19])[CH:17]=[C:16]([C:20]([F:23])([F:22])[F:21])[NH:15][C:14]2=[O:24])=[C:4]([F:25])[CH:3]=1.[C:26](=O)([O-])[O-].[K+].[K+].CI.O>CN(C)C=O>[Cl:1][C:2]1[C:7]2[CH:8]=[C:9]([CH2:11][CH3:12])[O:10][C:6]=2[C:5]([N:13]2[C:18](=[O:19])[CH:17]=[C:16]([C:20]([F:23])([F:21])[F:22])[N:15]([CH3:26])[C:14]2=[O:24])=[C:4]([F:25])[CH:3]=1 |f:1.2.3|. Procedure: 0.50 g (1.3 mmol) of 3-(4-chloro-2-ethyl-6-fluorobenzofuran-7-yl)-6-trifluoromethyluracil and 0.30 g (2.3 mmol) of potassium carbonate, were suspended in 20 ml of N,N-dimethylformamide, and 0.23 g (1.6 mmol) of methyl iodide was dropwise added thereto under cooling with ice. After stirring at room temperature for 3 hours, the reaction solution was poured into water and extracted with ethyl acetate. The organic layer was washed sequentially with water and a saturated sodium chloride aqueous solut... Starting materials: [H-].[Na+] (NaH), BrC1=NN(C(C2=CC(=CC=C12)CO)=O)C(C)C (4-Bromo-7-hydroxymethyl-2-isopropyl-2H-phthalazin-1-one), CI (methyl iodide). Run at time 20 hour. As a reaction SMILES: [Br:1][C:2]1[C:11]2[C:6](=[CH:7][C:8]([CH2:12][OH:13])=[CH:9][CH:10]=2)[C:5](=[O:14])[N:4]([CH:15]([CH3:17])[CH3:16])[N:3]=1.[H-].[Na+].[CH3:20]I>C1COCC1>[Br:1][C:2]1[C:11]2[C:6](=[CH:7][C:8]([CH2:12][O:13][CH3:20])=[CH:9][CH:10]=2)[C:5](=[O:14])[N:4]([CH:15]([CH3:17])[CH3:16])[N:3]=1 |f:1.2|. Isolated yield 69.5%. Run in C1CCOC1 (THF), C1CCOC1 (THF). Procedure: 4-Bromo-7-hydroxymethyl-2-isopropyl-2H-phthalazin-1-one (0.11 g, 0.37 mmol) was dissolved in THF (2 ml). To this was added NaH (60%, 0.019 g, 0.44 mmol) as a THF suspension (2 ml). To this was added methyl iodide (0.063 g, 0.48 mmol) and the reaction mixture was stirred for 20 hours. The reaction mixture was concentrated under vacuum and the residue was purified by flash column chromatography (elution: 80% heptane, 20% ethyl acetate) to give the title compound (0.08 g, 69% yield) as a white soli... Product: BrC1=NN(C(C2=CC(=CC=C12)COC)=O)C(C)C (4-Bromo-2-isopropyl-7-methoxymethyl-2H-phthalazin-1-one). Reactants: P(OC)(SC)(N)=O (O,S-dimethyl phosphoramidothioate), C(C)(=O)OC(C)=O (acetic anhydride). The reagents and catalysts are S(=O)(=O)(OC)OC (dimethyl sulfate). Yields the product C(C)(=O)NP(OC)(SC)=O (O,S-dimethyl N-acetylphosphoramidothioate). Isolated yield 138.1%. RXN SMILES: [P:1](=[O:7])([NH2:6])([S:4][CH3:5])[O:2][CH3:3].[C:8](OC(=O)C)(=[O:10])[CH3:9]>S(OC)(OC)(=O)=O>[C:8]([NH:6][P:1](=[O:7])([S:4][CH3:5])[O:2][CH3:3])(=[O:10])[CH3:9]. Reported procedure: 19.1 Grams of dimethyl sulfate were gradually added to 296 g(purity 86.3%) of O,O-dimethylphosphoramidothioate at 40° C. in 30 min and to the resultant were further added 1180 g of O,O-dimethyl phosphoramidothioate and 76.1 g of dimethyl sulfate at the same temperature over 2 hours separately. The resultant reaction mixture was further maintained at the temperature for 8 hours to obtain 1562 g of O,S-dimethyl phosphoramidothioate(purity: 79.1%). To 1562 g of obtained O,S-dimethyl phosphoramidoth... Starting materials: CC(CC(C)=O)=O (2,4-pentanedione), ClC=1C=C(C=O)C=CC1S(=O)(=O)C (3-chloro-4-methylsulfonylbenzaldehyde), N1CCCCC1 (piperidine), C(=O)O (formic acid). Solvent: CN(C)C=O (DMF), O (water). Reaction conditions: temperature 20 celsius. Product: ClC=1C=C(C=CC1S(=O)(=O)C)C=C(C(C)=O)C(C)=O (3-{[3-Chloro-4-(methylsulfonyl)-phenyl]methylene}-2,4-pentanedione). Reaction SMILES: [Cl:1][C:2]1[CH:3]=[C:4]([CH:7]=[CH:8][C:9]=1[S:10]([CH3:13])(=[O:12])=[O:11])[CH:5]=O.N1CCCCC1.C(O)=O.[CH3:23][C:24](=[O:29])[CH2:25][C:26](=[O:28])[CH3:27]>CN(C=O)C.O>[Cl:1][C:2]1[CH:3]=[C:4]([CH:5]=[C:25]([C:24](=[O:29])[CH3:23])[C:26](=[O:28])[CH3:27])[CH:7]=[CH:8][C:9]=1[S:10]([CH3:13])(=[O:12])=[O:11]. Procedure details: To a solution containing 1.42 g 3-chloro-4-methylsulfonylbenzaldehyde, 0.05 ml piperidine and 0.02 ml formic acid in 20 ml DMF was added 1.50 ml 2,4-pentanedione with stirring at 20° C. The solution was stirred overnight at 20° C. and poured into water. The oily residue was separated and crystallized from ethanol, yield 0.24 g (10%), mp. 140-142° C. 1H-NMR (DMSO-d6, 400 MHz): 2.28 (s, 3 H, CH3), 2.50 (s, 3 H, CH3), 3.40 (s, 3 H, CH3), 7.60 (m, 1 H, Ar), 7.80 (m, 1 H, Ar), 7.77 (s, 1 H, CH), 8.1 ... Starting materials: CC(C)C(=O)Nc1cccc(C2CCNCC2)c1, CCOC(C)=O, O=C(CCCCCCCl)c1ccccc1F, [I-], [K+], [K+], [Na+], O=C([O-])[O-], CN(C)C=O. Product: CC(C)C(=O)Nc1cccc(C2CCN(CCCCCCC(=O)c3ccccc3F)CC2)c1. RXN SMILES: [CH3:17][CH:18]([C:19](=[O:20])[NH:21][c:22]1[cH:23][c:24]([CH:28]2[CH2:29][CH2:30][NH:31][CH2:32][CH2:33]2)[cH:25][cH:26][cH:27]1)[CH3:34].[CH3:48][CH2:49][O:50][C:51]([CH3:52])=[O:53].[Cl:1][CH2:2][CH2:3][CH2:4][CH2:5][CH2:6][CH2:7][C:8]([c:9]1[c:10]([F:15])[cH:11][cH:12][cH:13][cH:14]1)=[O:16].[I-:41].[K+:35].[K+:36].[Na+:42].[O-:37][C:38]([O-:39])=[O:40].[O:43]=[CH:44][N:45]([CH3:46])[CH3:47]>>[CH2:2]([CH2:3][CH2:4][CH2:5][CH2:6][CH2:7][C:8]([c:9]1[c:10]([F:15])[cH:11][cH:12][cH:13][cH:14]1)=[O:16])[N:31]1[CH2:30][CH2:29][CH:28]([c:24]2[cH:23][c:22]([NH:21][C:19]([CH:18]([CH3:17])[CH3:34])=[O:20])[cH:27][cH:26][cH:25]2)[CH2:33][CH2:32]1. Reactants: NC=1C(=NC=CC1)NC1=CC=CC=C1 (3-amino-2-anilinopyridine), C([O-])(O)=O.[Na+] (sodium bicarbonate), N1(C=NC=C1)CC(=O)O (2-(imidazol-1-yl)acetic acid), P(=O)(Cl)(Cl)Cl (phosphorus oxychloride). The solvent is N1=CC=CC=C1 (pyridine). Yields the product N1(C=NC=C1)CC1=NC=2C(=NC=CC2)N1C1=CC=CC=C1 (2-(imidazol-1-yl)methyl-3-phenyl-3H-imidazo[4,5-b]pyridine). Isolated yield 26.9%. Reaction SMILES: [NH2:1][C:2]1[C:3]([NH:8][C:9]2[CH:14]=[CH:13][CH:12]=[CH:11][CH:10]=2)=[N:4][CH:5]=[CH:6][CH:7]=1.[N:15]1([CH2:20][C:21](O)=O)[CH:19]=[CH:18][N:17]=[CH:16]1.P(Cl)(Cl)(Cl)=O.C(=O)(O)[O-].[Na+]>N1C=CC=CC=1>[N:15]1([CH2:20][C:21]2[N:8]([C:9]3[CH:10]=[CH:11][CH:12]=[CH:13][CH:14]=3)[C:3]3=[N:4][CH:5]=[CH:6][CH:7]=[C:2]3[N:1]=2)[CH:19]=[CH:18][N:17]=[CH:16]1 |f:3.4|. Procedure: To a solution of 3-amino-2-anilinopyridine (2.0 g) and 2-(imidazol-1-yl)acetic acid (1.56 g) in pyridine (20 ml) was dropwise added phosphorus oxychloride (1.91 g) and the mixture was refluxed for 30 minutes. The reaction mixture was poured into saturated aqueous sodium bicarbonate and extracted three times with ethyl acetate. The combined extract was washed with saturated aqueous sodium chloride and dried over magnesium sulfate. The solvent was removed under reduced pressure to give a residue, ...